This data is from the Open Reaction Database (ORD), a public repository of structured organic reaction records. The task is: describe an organic reaction: reactants, conditions, products, and yield Starting materials: COC=1C=C(C=CC1)NN ((3-methoxyphenyl)hydrazine), CSC1=CC=C(C=C1)C=CC#N (3-[4-(methylthio)phenyl]acrylonitrile), C[O-].[Na+] (sodium methoxide). Run in CO (methanol). Conditions: temperature 140 celsius. The product is COC=1C=C(C=CC1)N1N=C(C=C1C1=CC=C(C=C1)SC)N ({1-(3-methoxyphenyl)-5-[4-(methylthio)-phenyl]pyrazol-3-yl}amine). Isolated yield 51.3%. Reaction SMILES: [CH3:1][O:2][C:3]1[CH:4]=[C:5]([NH:9][NH2:10])[CH:6]=[CH:7][CH:8]=1.[CH3:11][S:12][C:13]1[CH:18]=[CH:17][C:16]([CH:19]=[CH:20][C:21]#[N:22])=[CH:15][CH:14]=1.C[O-].[Na+]>CO>[CH3:1][O:2][C:3]1[CH:4]=[C:5]([N:9]2[C:19]([C:16]3[CH:17]=[CH:18][C:13]([S:12][CH3:11])=[CH:14][CH:15]=3)=[CH:20][C:21]([NH2:22])=[N:10]2)[CH:6]=[CH:7][CH:8]=1 |f:2.3|. Procedure: To a mixture of (3-methoxyphenyl)hydrazine (6 g) and 3-[4-(methylthio)phenyl]acrylonitrile (5.7 g) in methanol (100 ml) was added sodium methoxide (28 wt. % solution in methanol) (18 ml) at ambient temperature. The mixture was heated to dryness under nitrogen at 140° C. for 30 minutes. The resultant orange mass was partitioned between dichloromethane and ice water. The organic layer was dried over magnesium sulfate, and then filtered. This filtrate was evaporated in vacuo. The resultant mass was... Starting materials: C(C)(C)(C)OC(=O)N[C@H](C(=O)O)CO ((S)-2-(tert-butoxycarbonylamino)-3-hydroxypropanoic acid), ice H2O, [H-].[Na+] (NaH), FC1=C(C=CC=C1)[N+](=O)[O-] (1-fluoro-2-nitrobenzene), Cl (HCl). The solvent is CN(C)C=O (DMF), CN(C)C=O (DMF), CN(C)C=O (DMF). Conditions: temperature 0 celsius, time 3 hour. Yields the product C(C)(C)(C)OC(=O)N[C@H](C(=O)O)COC1=C(C=CC=C1)[N+](=O)[O-] ((S)-2-tert-butoxycarbonylamino-3-(2-nitro-phenoxy)-propionic acid). The yield is 98.2%. As a reaction SMILES: [H-].[Na+].[C:3]([O:7][C:8]([NH:10][C@@H:11]([CH2:15][OH:16])[C:12]([OH:14])=[O:13])=[O:9])([CH3:6])([CH3:5])[CH3:4].F[C:18]1[CH:23]=[CH:22][CH:21]=[CH:20][C:19]=1[N+:24]([O-:26])=[O:25].Cl>CN(C=O)C>[C:3]([O:7][C:8]([NH:10][C@@H:11]([CH2:15][O:16][C:18]1[CH:23]=[CH:22][CH:21]=[CH:20][C:19]=1[N+:24]([O-:26])=[O:25])[C:12]([OH:14])=[O:13])=[O:9])([CH3:6])([CH3:5])[CH3:4] |f:0.1|. Procedure: To a suspension of NaH (60% in mineral oil, 2.88 g, 72 mmol) in DMF (25 mL) at 0° C. was added (S)-2-(tert-butoxycarbonylamino)-3-hydroxypropanoic acid (7 g, 34 mmol) in DMF (25 mL). After 2 h 1-fluoro-2-nitrobenzene (5.29 g, 37.5 mmol) in DMF (25 mL) was added and the resulting mixture stirred for 3 h at 0° C. The mixture was poured into ice/H2O (200 mL), acidified to pH 5.0 with 1 N HCl and extracted with EtOAc. The combined extracts were dried over Na2SO4, concentrated and purified by flash c... Starting materials: CC(C)(C)OC(=O)N1CCc2ccc(CCn3ccc(OCc4ccccc4)cc3=O)cc2C1, ClCCl, O=C(O)C(F)(F)F. Product: O=c1cc(OCc2ccccc2)ccn1CCc1ccc2c(c1)CNCC2. RXN SMILES: [C:1]([O:2][C:3](=[O:4])[N:8]1[CH2:9][c:10]2[cH:11][c:12]([CH2:18][CH2:19][n:20]3[c:21](=[O:34])[cH:22][c:23]([O:26][CH2:27][c:28]4[cH:29][cH:30][cH:31][cH:32][cH:33]4)[cH:24][cH:25]3)[cH:13][cH:14][c:15]2[CH2:16][CH2:17]1)([CH3:5])([CH3:6])[CH3:7].[Cl:42][CH2:43][Cl:44].[OH:35][C:36]([C:37]([F:38])([F:39])[F:40])=[O:41]>>[NH:8]1[CH2:9][c:10]2[cH:11][c:12]([CH2:18][CH2:19][n:20]3[c:21](=[O:34])[cH:22][c:23]([O:26][CH2:27][c:28]4[cH:29][cH:30][cH:31][cH:32][cH:33]4)[cH:24][cH:25]3)[cH:13][cH:14][c:15]2[CH2:16][CH2:17]1. Run at time 24 hour. RXN SMILES: [BH4-].[Na+].[I-:3].[CH3:4][NH+:5]1[CH:9]([C:10]2[CH:15]=[CH:14][CH:13]=[CH:12][CH:11]=2)[CH:8]=[C:7]([C:16]2[CH:21]=[CH:20][CH:19]=[C:18]([F:22])[CH:17]=2)[N:6]1[CH3:23].I>C(O)(C)C.O>[IH:3].[CH3:4][N:5]1[CH:9]([C:10]2[CH:11]=[CH:12][CH:13]=[CH:14][CH:15]=2)[CH2:8][CH:7]([C:16]2[CH:21]=[CH:20][CH:19]=[C:18]([F:22])[CH:17]=2)[N:6]1[CH3:23] |f:0.1,2.3,7.8|. Procedure details: Sodium borohydride (76 g, 0.02 mole) is added to a slurry of 1,2-dimethyl-3-(m-fluorophenyl)-5-phenylpyrazolinium iodide (4 g, 0.01 mole) in isopropanol (125 ml). After becoming homogeneous, the reaction mixture is stirred for 24 hours. Water (10 ml) is then slowly added. Isopropanol is removed on a rotary evaporator and resultant residue is slurried in water (50 ml) and extracted with chloroform. Evaporation of the organic layer yields an oil, which is slurried in water. Aqueous hydriodic acid ... Run in O (water), C(C)(C)O (isopropanol), O (Water). The reactants are [BH4-].[Na+] (Sodium borohydride), [I-].C[NH+]1N(C(=CC1C1=CC=CC=C1)C1=CC(=CC=C1)F)C (1,2-dimethyl-3-(m-fluorophenyl)-5-phenylpyrazolinium iodide), I (hydriodic acid). The product is I.CN1N(C(CC1C1=CC=CC=C1)C1=CC(=CC=C1)F)C (1,2-Dimethyl-3-(m-fluorophenyl)-5-phenylpyrazolidine hydriodide). Starting materials: O1C(CC(=O)C2=CC=CC=C12)C1=CC=CC=C1 (flavanone), C(C)(=O)O (acetic acid), zinc amalgam. The solvent is Cl (hydrochloric acid). Conditions: temperature 50 celsius, time 15 minute. Yields the product CC1=CC=C(C2OC3=CC=CC=C3CC2)C=C1 (4'-methylflavan). Reaction SMILES: [O:1]1[C:11]2[C:6](=[CH:7][CH:8]=[CH:9][CH:10]=2)[C:4](=O)[CH2:3][CH:2]1[C:12]1[CH:17]=[CH:16][CH:15]=[CH:14][CH:13]=1.[C:18](O)(=O)C>Cl>[CH3:18][C:15]1[CH:16]=[CH:17][C:12]([CH:2]2[CH2:3][CH2:4][C:6]3[C:11](=[CH:10][CH:9]=[CH:8][CH:7]=3)[O:1]2)=[CH:13][CH:14]=1. Procedure details: The crude flavanone was dissolved in a mixture of acetic acid (200 ml.) and concentrated hydrochloric acid (45 ml.), warmed to 50° C., and added to wet zinc amalgam (prepared from 60 g. zinc powder and 6 g. mercuric acetate). The mixture was swirled for 15 mins., allowed to stand for 30 mins., then heated on the steam bath for 15 mins. The residual zinc was filtered off and the filtrate diluted with water. The crude product was extracted into toluene and the extract washed with water and saturat... The reactants are C(Cl)(Cl)Cl (CHCl3), [NH4+].[OH-] (NH4OH), C(C)(C)C1=CC=C(C=C1)S(=O)(=O)NC(C(OC1=C(C=C(C=C1)CBr)CCC)C1=CC2=C(C=C1)OCO2)=O (N-(4-iso-propylbenzenesulfonyl)-α-(4-bromomethyl-2-n-propylphenoxy)-3,4-methylenedioxyphenylacetamide), [C-]#N.[K+] (potassium cyanide). The solvent is CO (MeOH), CS(=O)C (methyl sulfoxide), CCOC(=O)C (EtOAc), OS(=O)(=O)[O-].[Na+] (NaHSO4). Run at temperature -78 celsius. Yields the product C(C)(C)C1=CC=C(C=C1)S(=O)(=O)NC(C(OC1=C(C=C(C=C1)CC#N)CCC)C1=CC2=C(C=C1)OCO2)=O (N-(4-iso-propylbenzenesulfonyl)-α-(4-cyanomethyl-2-n-propylphenoxy)-3,4-methylenedioxyphenylacetamide). RXN SMILES: [CH:1]([C:4]1[CH:9]=[CH:8][C:7]([S:10]([NH:13][C:14](=[O:37])[CH:15]([C:28]2[CH:33]=[CH:32][C:31]3[O:34][CH2:35][O:36][C:30]=3[CH:29]=2)[O:16][C:17]2[CH:22]=[CH:21][C:20]([CH2:23]Br)=[CH:19][C:18]=2[CH2:25][CH2:26][CH3:27])(=[O:12])=[O:11])=[CH:6][CH:5]=1)([CH3:3])[CH3:2].[C-:38]#[N:39].[K+].C(Cl)(Cl)Cl.[NH4+].[OH-]>CS(C)=O.CCOC(C)=O.OS([O-])(=O)=O.[Na+].CO>[CH:1]([C:4]1[CH:9]=[CH:8][C:7]([S:10]([NH:13][C:14](=[O:37])[CH:15]([C:28]2[CH:33]=[CH:32][C:31]3[O:34][CH2:35][O:36][C:30]=3[CH:29]=2)[O:16][C:17]2[CH:22]=[CH:21][C:20]([CH2:23][C:38]#[N:39])=[CH:19][C:18]=2[CH2:25][CH2:26][CH3:27])(=[O:12])=[O:11])=[CH:6][CH:5]=1)([CH3:3])[CH3:2] |f:1.2,4.5,8.9|. Reported procedure: To a solution of the crude product of Step A dissolved in 1.5 mL of methyl sulfoxide was added 0.050 g (0.762 mmol) of potassium cyanide at room temperature under nitrogen. The reaction mixture was stirred at room temperature for 1 h when TLC analysis (80:15:1 CHCl3 --MeOH--NH4OH) indicated that the reaction was complete. The reaction mixture was diluted with EtOAc and 10% aqueous NaHSO4 solution. The aqueous phase was separated and the EtOAc portion was washed with brine (2×10 mL). The EtOAc po... Procedure details: Pyridine (7.2 g) and chromic oxide (CrO3) (4.6 g) are added in small fractions to dichloromethane (150 cc) over 10 minutes. After 15 minutes' stirring at a temperature in the region of 20° C., 2,2-ethylenedioxy-4-hydroxybutane (0.85 g, 6.4 mmol) is added quickly as a solution in dichloromethane (2 cc). After 15 minutes' stirring at 20° C., the black, viscous precipitate is separated off by filtration through silica and is washed with ether. After evaporation of the solvents, 3,3-ethylenedioxybut... Run in ClCCl (dichloromethane), ClCCl (dichloromethane). The reactants are N1=CC=CC=C1 (Pyridine), chromic oxide, C1OC(C)(CCO)OC1 (2,2-ethylenedioxy-4-hydroxybutane). Reaction SMILES: N1C=CC=CC=1.[CH2:7]1[CH2:15][O:14][C:9]([CH2:11][CH2:12][OH:13])([CH3:10])[O:8]1>ClCCl>[CH2:7]1[CH2:15][O:14][C:9]([CH3:10])([CH2:11][CH:12]=[O:13])[O:8]1. The yield is 70.8%. The product is C1OC(CC=O)(C)OC1 (3,3-ethylenedioxybutanal). Run at temperature 20 celsius, time 15 minute. The reactants are C[N+]1([O-])CCOCC1, CCC[N+](CCC)(CCC)CCC, ClCCl, O=[Ru](=O)(=O)[O-], CCOC(=O)C(Cc1ccc(OC)c(CO)c1)OC(C)C. Yields the product CCOC(=O)C(Cc1ccc(OC)c(C=O)c1)OC(C)C. As a reaction SMILES: [CH3:22][N+:23]1([O-:29])[CH2:24][CH2:25][O:26][CH2:27][CH2:28]1.[CH3:38][CH2:39][CH2:40][N+:41]([CH2:42][CH2:43][CH3:44])([CH2:45][CH2:46][CH3:47])[CH2:48][CH2:49][CH3:50].[Cl:30][CH2:31][Cl:32].[O-:33][Ru:34](=[O:35])(=[O:36])=[O:37].[OH:1][CH2:2][c:3]1[cH:4][c:5]([CH2:11][CH:12]([C:13](=[O:14])[O:15][CH2:16][CH3:17])[O:18][CH:19]([CH3:20])[CH3:21])[cH:6][cH:7][c:8]1[O:9][CH3:10]>>[O:1]=[CH:2][c:3]1[cH:4][c:5]([CH2:11][CH:12]([C:13](=[O:14])[O:15][CH2:16][CH3:17])[O:18][CH:19]([CH3:20])[CH3:21])[cH:6][cH:7][c:8]1[O:9][CH3:10]. Procedure details: Following the procedure of Example X-2, the reaction of 3-benzyloxy-7-chloro-1-ethyl-6-fluoro-1H-pyrido[2,3-d]pyrimidine-2,4-dione (Example N-2, 200 mg, 0.572 mmol) with 4-methylpiperazine (0.152 mL, 1.37 mmol) in dichloromethane (3 mL) afforded 200 mg of the title compound as a solid, mp 178-179° C. RXN SMILES: [CH2:1]([O:8][N:9]1[C:14](=[O:15])[C:13]2[CH:16]=[C:17]([F:21])[C:18](Cl)=[N:19][C:12]=2[N:11]([CH2:22][CH3:23])[C:10]1=[O:24])[C:2]1[CH:7]=[CH:6][CH:5]=[CH:4][CH:3]=1.[CH3:25][N:26]1[CH2:31][CH2:30][NH:29][CH2:28][CH2:27]1>ClCCl>[CH2:1]([O:8][N:9]1[C:14](=[O:15])[C:13]2[CH:16]=[C:17]([F:21])[C:18]([N:29]3[CH2:30][CH2:31][N:26]([CH3:25])[CH2:27][CH2:28]3)=[N:19][C:12]=2[N:11]([CH2:22][CH3:23])[C:10]1=[O:24])[C:2]1[CH:7]=[CH:6][CH:5]=[CH:4][CH:3]=1. Yield: 84.6%. Starting materials: C(C1=CC=CC=C1)ON1C(N(C2=C(C1=O)C=C(C(=N2)Cl)F)CC)=O (3-benzyloxy-7-chloro-1-ethyl-6-fluoro-1H-pyrido[2,3-d]pyrimidine-2,4-dione), CN1CCNCC1 (4-methylpiperazine). Run in ClCCl (dichloromethane). Yields the product C(C1=CC=CC=C1)ON1C(N(C2=C(C1=O)C=C(C(=N2)N2CCN(CC2)C)F)CC)=O (3-Benzyloxy-1-ethyl-6-fluoro-7-(4-methylpiperazinyl)-1H-pyrido[2,3-d]pyrimidine-2,4-dione).